The task is: describe an organic reaction: reactants, conditions, products, and yield. This data is from the Open Reaction Database (ORD), a public repository of structured organic reaction records. As a reaction SMILES: C([Si](CC)(CC)[O:4][C:5]1([C:12]([F:15])([F:14])[F:13])[CH:10]=[CH:9][C:8](=[O:11])[CH:7]=[CH:6]1)C.Cl.C(O)C>O>[OH:4][C:5]1([C:12]([F:13])([F:14])[F:15])[CH:6]=[CH:7][C:8](=[O:11])[CH:9]=[CH:10]1. Starting materials: C(C)[Si](OC1(C=CC(C=C1)=O)C(F)(F)F)(CC)CC (4-triethylsiloxy-4-trifluoromethyl-2,5-cyclohexadien-1-one), solution, Cl (hydrochloric acid), C(C)O (ethanol). Procedure details: A mixture of 200 mg (0.68 mmol) of 4-triethylsiloxy-4-trifluoromethyl-2,5-cyclohexadien-1-one and 1 mL of a solution of 1 part 37% hydrochloric acid in 9 parts absolute ethanol was heated at reflux overnight and poured into 10 mL of water. The resulting aqueous mixture was extracted with three 10 mL portions of dichloromethane. Combination, drying (MgSO4), and concentration of the organic layers afforded a residue which was purified by PTLC (one 2 mm silica gel plate eluted with 1% methanol - 99... Run in O (water). Yields the product OC1(C=CC(C=C1)=O)C(F)(F)F (4-hydroxy-4-trifluoromethyl-2,5-cyclohexadien-1-one). Yield: 90.0%. The reactants are Clc1cccc(Cl)n1, Fc1ccccc1S, [H-], [Na+], CN(C)C=O. Product: Fc1ccccc1Sc1cccc(Cl)n1. RXN SMILES: [Cl:11][c:12]1[n:13][c:14]([Cl:18])[cH:15][cH:16][cH:17]1.[F:1][c:2]1[c:3]([SH:8])[cH:4][cH:5][cH:6][cH:7]1.[H-:10].[Na+:9].[O:19]=[CH:20][N:21]([CH3:22])[CH3:23]>>[F:1][c:2]1[c:3]([S:8][c:14]2[n:13][c:12]([Cl:11])[cH:17][cH:16][cH:15]2)[cH:4][cH:5][cH:6][cH:7]1. Reactants: NC=1C(=NC(=CC1)C1CCC(CC1)=O)C(=O)NC (3-amino-N-methyl-6-(4-oxocyclohexyl)pyridine-2-carboxamide), NC=1C(=NC(=CC1)C1CCC(CC1)=O)C(=O)NC (3-amino-N-methyl-6-(4-oxocyclohexyl)pyridine-2-carboxamide), CO (MeOH), [BH4-].[Na+] (sodium borohydride). Conditions: temperature 0 celsius, time 20 minute. Product: NC=1C(=NC(=CC1)[C@@H]1CC[C@H](CC1)O)C(=O)NC (3-amino-6-(trans-4-hydroxycyclohexyl)-N-methylpyridine-2-carboxamide). RXN SMILES: [NH2:1][C:2]1[C:3]([C:15]([NH:17][CH3:18])=[O:16])=[N:4][C:5]([CH:8]2[CH2:13][CH2:12][C:11](=[O:14])[CH2:10][CH2:9]2)=[CH:6][CH:7]=1.CO.[BH4-].[Na+]>>[NH2:1][C:2]1[C:3]([C:15]([NH:17][CH3:18])=[O:16])=[N:4][C:5]([C@H:8]2[CH2:9][CH2:10][C@H:11]([OH:14])[CH2:12][CH2:13]2)=[CH:6][CH:7]=1 |f:2.3|. Procedure details: A solution of 3-amino-N-methyl-6-(4-oxocyclohexyl)pyridine-2-carboxamide (Compound 232B, 53 mg, 0.21 mmol) in MeOH (3 mL, 70 mmol) was cooled to 0° C. and treated with sodium borohydride (8.1 mg, 0.21 mmol). The mixture was stirred at 0° C. for 20 minutes. The reaction was quenched with sat. aq. NH4Cl (1 mL) and concentrated. The residue was taken up in 1 mL H2O and EtOAc (30 m). The layers were separated. The aqueous layer was saturated with salt and washed again with ˜20 mL of EtOAc. The combi... The reactants are C(C)OC(C(O)(CC(N(N)C)=O)C(C(O)C)=O)=O (2-azaalanyllactyllactic acid ethyl ester), C(C)(=O)N1[C@H](C(=O)N[C@@H](C)C(=O)N2[C@H](C(=O)O)CCC2)CCC1 (acetylprolylalanylproline), CN1CCOCC1 (N-methylmorpholine), ClC(=O)OCC(C)C (isobutyl chloroformate). The solvent is C(C)#N (acetonitrile), C(C)#N (acetonitrile). Reaction conditions: time 10 minute. Product: C(C)OC(C(O)(CC(N(NC([C@H]1N(CCC1)C([C@@H](NC([C@H]1N(CCC1)C(C)=O)=O)C)=O)=O)C)=O)C(C(O)C)=O)=O (acetylprolylalanylprolyl-2-azaalanyllactyllactic acid ethyl ester). As a reaction SMILES: [C:1]([N:4]1[CH2:23][CH2:22][CH2:21][C@H:5]1[C:6]([NH:8][C@H:9]([C:11]([N:13]1[CH2:20][CH2:19][CH2:18][C@H:14]1[C:15]([OH:17])=O)=[O:12])[CH3:10])=[O:7])(=[O:3])[CH3:2].CN1CCOCC1.ClC(OCC(C)C)=O.[CH2:39]([O:41][C:42](=[O:56])[C:43]([C:51](=[O:55])[CH:52]([CH3:54])[OH:53])([CH2:45][C:46](=[O:50])[N:47]([CH3:49])[NH2:48])[OH:44])[CH3:40]>C(#N)C>[CH2:39]([O:41][C:42](=[O:56])[C:43]([C:51](=[O:55])[CH:52]([CH3:54])[OH:53])([CH2:45][C:46](=[O:50])[N:47]([CH3:49])[NH:48][C:15](=[O:17])[C@@H:14]1[CH2:18][CH2:19][CH2:20][N:13]1[C:11](=[O:12])[C@H:9]([CH3:10])[NH:8][C:6](=[O:7])[C@@H:5]1[CH2:21][CH2:22][CH2:23][N:4]1[C:1](=[O:3])[CH3:2])[OH:44])[CH3:40]. Procedure: A mixture of 0.00185 moles of acetylprolylalanylproline and 0.20 ml of N-methylmorpholine in 20 ml of acetonitrile is cooled to -20° by means of a Dry Ice acetone bath. To this is added 0.28 ml of isobutyl chloroformate. After stirring for 10 minutes at -20° there is added 0.00185 moles of 2-azaalanyllactyllactic acid ethyl ester in 5 ml of acetonitrile. The reaction mixture is allowed to warm to room temperature after which it is stirred for 2 hours and then concentrated in vacuo. The residue i... Reaction SMILES: [Br:14][CH2:15][c:16]1[n:17][o:18][cH:19][cH:20]1.[CH3:23][N:24]([CH3:25])[CH:26]=[O:27].[Cl:1][CH2:2][C:3](=[O:4])[NH:5][c:6]1[c:7]([CH3:13])[cH:8][cH:9][cH:10][c:11]1[CH3:12].[H-:21].[Na+:22]>>[Cl:1][CH2:2][C:3](=[O:4])[N:5]([c:6]1[c:7]([CH3:13])[cH:8][cH:9][cH:10][c:11]1[CH3:12])[CH2:15][c:16]1[n:17][o:18][cH:19][cH:20]1. The product is Cc1cccc(C)c1N(Cc1ccon1)C(=O)CCl. Reactants: BrCc1ccon1, CN(C)C=O, Cc1cccc(C)c1NC(=O)CCl, [H-], [Na+].